Dataset: the Open Reaction Database (ORD), a public repository of structured organic reaction records. Task: describe an organic reaction: reactants, conditions, products, and yield The reactants are C(CC(=O)[O-])(=O)OCC (ethyl malonate), C1(CCCCC1)N=C=NC1CCCCC1 (1,3-dicyclohexylcarbodiimide), NCCCCN(CCCNC(=O)OC(C)(C)C)C(=O)OC(C)(C)C (1,1-dimethylethyl 10-amino-6-[(1,1-dimethylethoxy)carbonyl]-2,6-diazadecanoate), C(C)(=O)OCC (ethyl acetate). Run in C(Cl)(Cl)Cl (chloroform). Conditions: time 0.5 hour. Product: CC(C)(OC(=O)N(CCCNC(=O)OC(C)(C)C)CCCCNC(CC(=O)OCC)=O)C (1-(1,1-Dimethylethyl) 14-ethyl 6-[(1,1-dimethylethoxy)carbonyl]-12-oxo-2,6,11-triazatetradecanedioate). Isolated yield 68.9%. As a reaction SMILES: [NH2:1][CH2:2][CH2:3][CH2:4][CH2:5][N:6]([C:18]([O:20][C:21]([CH3:24])([CH3:23])[CH3:22])=[O:19])[CH2:7][CH2:8][CH2:9][NH:10][C:11]([O:13][C:14]([CH3:17])([CH3:16])[CH3:15])=[O:12].[C:25]([O:31][CH2:32][CH3:33])(=[O:30])[CH2:26][C:27]([O-])=[O:28].C1(N=C=NC2CCCCC2)CCCCC1.C(OCC)(=O)C>C(Cl)(Cl)Cl>[CH3:22][C:21]([CH3:24])([O:20][C:18]([N:6]([CH2:5][CH2:4][CH2:3][CH2:2][NH:1][C:27](=[O:28])[CH2:26][C:25]([O:31][CH2:32][CH3:33])=[O:30])[CH2:7][CH2:8][CH2:9][NH:10][C:11]([O:13][C:14]([CH3:16])([CH3:17])[CH3:15])=[O:12])=[O:19])[CH3:23]. Reported procedure: After stirring for 0.5 hour, a solution of 1.04 g (3×10-3 mol) of 1,1-dimethylethyl 10-amino-6-[(1,1-dimethylethoxy)carbonyl]-2,6-diazadecanoate in 5 ml of anhydrous chloroform is added dropwise at 0° C. The mixture is stirred for 5 hours at room temperature and 1.06 g (8×10-3 mol) of ethyl malonate and 1.64 g (8×10-3 mol) of 1,3-dicyclohexylcarbodiimide are added. The mixture is stirred for 1 hour and the solvent is evaporated off under reduced pressure. The pasty residue obtained is chromatogr...